describe an organic reaction: reactants, conditions, products, and yield From a dataset of the Open Reaction Database (ORD), a public repository of structured organic reaction records. Reactants: COC(=O)c1cnc(N2CCCC2)c(-c2ccccc2Cl)n1, CO, [Li+], C1CCOC1, [OH-], O. Yields the product O=C(O)c1cnc(N2CCCC2)c(-c2ccccc2Cl)n1. As a reaction SMILES: [CH3:1][O:2][C:3](=[O:4])[c:5]1[n:6][c:7](-[c:16]2[c:17]([Cl:22])[cH:18][cH:19][cH:20][cH:21]2)[c:8]([N:11]2[CH2:12][CH2:13][CH2:14][CH2:15]2)[n:9][cH:10]1.[CH3:31][OH:32].[Li+:23].[O:25]1[CH2:26][CH2:27][CH2:28][CH2:29]1.[OH-:24].[OH2:30]>>[O:2]=[C:3]([OH:4])[c:5]1[n:6][c:7](-[c:16]2[c:17]([Cl:22])[cH:18][cH:19][cH:20][cH:21]2)[c:8]([N:11]2[CH2:12][CH2:13][CH2:14][CH2:15]2)[n:9][cH:10]1.